This data is from the Open Reaction Database (ORD), a public repository of structured organic reaction records. The task is: describe an organic reaction: reactants, conditions, products, and yield Reactants: S(O)(O)(=O)=O (sulfuric acid), CC=1C=C(C=C(C1)NC1=NC=CC(=N1)C(F)(F)F)C=1C=NN(C1)C[C@H](N)C(=O)O (3-[4-(3-methyl-5-{[4-(trifluoromethyl)pyrimidin-2-yl]amino}phenyl)-1H-pyrazol-1-yl]-L-alanine), C([O-])(O)=O.[Na+] (sodium bicarbonate). Run in CO (MeOH). Reaction conditions: temperature 70 celsius. Product: CC=1C=C(C=C(C1)NC1=NC=CC(=N1)C(F)(F)F)C=1C=NN(C1)C[C@H](N)C(=O)OC (methyl 3-[4-(3-methyl-5-{[4-(trifluoromethyl)pyrimidin-2-yl]amino}phenyl)-1H-pyrazol-1-yl]-L-alaninate). RXN SMILES: S(=O)(=O)(O)O.[CH3:6][C:7]1[CH:8]=[C:9]([C:24]2[CH:25]=[N:26][N:27]([CH2:29][C@@H:30]([C:32]([OH:34])=[O:33])[NH2:31])[CH:28]=2)[CH:10]=[C:11]([NH:13][C:14]2[N:19]=[C:18]([C:20]([F:23])([F:22])[F:21])[CH:17]=[CH:16][N:15]=2)[CH:12]=1.[C:35](=O)(O)[O-].[Na+]>CO>[CH3:6][C:7]1[CH:8]=[C:9]([C:24]2[CH:25]=[N:26][N:27]([CH2:29][C@@H:30]([C:32]([O:34][CH3:35])=[O:33])[NH2:31])[CH:28]=2)[CH:10]=[C:11]([NH:13][C:14]2[N:19]=[C:18]([C:20]([F:23])([F:21])[F:22])[CH:17]=[CH:16][N:15]=2)[CH:12]=1 |f:2.3|. Procedure: Concentrated sulfuric acid (16 uL, 0.3 mmol) was added to a stirred solution of 3-[4-(3-methyl-5-{[4-(trifluoromethyl)pyrimidin-2-yl]amino}phenyl)-1H-pyrazol-1-yl]-L-alanine (100 mg, 0.3 mmol) in MeOH (1 mL). The reaction mixture was heated to 70° C. overnight, cooled to room temperature, and treated with aqueous sodium bicarbonate solution. The mixture was extracted with EtOAc, washed with sodium hydroxide solution (1N, 2×) and brine, dried over sodium sulfate, concentrated under reduced pressu... Run at time 8 hour. RXN SMILES: C([O:5][C:6]([C@H:8]1[CH2:12][CH2:11][CH2:10][N:9]1[C:13](=[O:44])[CH2:14][O:15][C:16]1[CH:21]=[C:20]([C:22]2[NH:26][C:25](=[O:27])[O:24][N:23]=2)[CH:19]=[C:18]([O:28][CH2:29][C:30]([N:32]2[CH2:36][CH2:35][CH2:34][C@@H:33]2[C:37]([O:39]C(C)(C)C)=[O:38])=[O:31])[CH:17]=1)=[O:7])(C)(C)C>FC(F)(F)C(O)=O>[C:37]([C@H:33]1[CH2:34][CH2:35][CH2:36][N:32]1[C:30](=[O:31])[CH2:29][O:28][C:18]1[CH:17]=[C:16]([CH:21]=[C:20]([C:22]2[NH:26][C:25](=[O:27])[O:24][N:23]=2)[CH:19]=1)[O:15][CH2:14][C:13]([N:9]1[CH2:10][CH2:11][CH2:12][C@@H:8]1[C:6]([OH:7])=[O:5])=[O:44])([OH:39])=[O:38]. Procedure: A solution of 220 mg (0.36 mmol) (R)-1-[[3-[2-[(R)-2-tert-butoxycarbonyl-pyrrolidin-1-yl]-2-oxo-ethoxy]-5-(5-oxo-4,5-dihydro-[1,2,4]oxadiazol-3-yl)-phenoxy]-acetyl]-pyrrolidine-2-carboxylic acid tert-butyl ester in 1.5 ml trifluoroacetic acid was stirred for 4 h at room temperature. The solvent was removed in vacuo and the residue suspended in 10 ml ether. The resulting suspension was stirred overnight. Filtration and drying gave 135 mg (74%) of the title compound as a light brown powder. Product: C(=O)(O)[C@@H]1N(CCC1)C(COC=1C=C(OCC(=O)N2[C@H](CCC2)C(=O)O)C=C(C1)C1=NOC(N1)=O)=O ((R)-1-[[3-[2-[(R)-2-Carboxy-pyrrolidin-1-yl]-2-oxo-ethoxy]-5-(5-oxo-4,5-dihydro-[1,2,4]oxadiazol-3-yl)-phenoxy]-acetyl]-pyrrolidine-2-carboxylic acid). The solvent is FC(C(=O)O)(F)F (trifluoroacetic acid). Reactants: C(C)(C)(C)OC(=O)[C@@H]1N(CCC1)C(COC1=CC(=CC(=C1)C1=NOC(N1)=O)OCC(=O)N1[C@H](CCC1)C(=O)OC(C)(C)C)=O ((R)-1-[[3-[2-[(R)-2-tert-butoxycarbonyl-pyrrolidin-1-yl]-2-oxo-ethoxy]-5-(5-oxo-4,5-dihydro-[1,2,4]oxadiazol-3-yl)-phenoxy]-acetyl]-pyrrolidine-2-carboxylic acid tert-butyl ester). Isolated yield 74.3%. RXN SMILES: [NH2:1][C:2]1[CH:9]=[CH:8][C:5]([C:6]#[N:7])=[CH:4][CH:3]=1.[CH2:10]([O:12][C:13](=[O:17])[C@H:14]([CH3:16])[NH2:15])[CH3:11].O.CN([CH:22]=[O:23])C>>[CH2:10]([O:12][C:13](=[O:17])[C@@H:14]([NH:15][C:22]([NH:1][C:2]1[CH:9]=[CH:8][C:5]([C:6]#[N:7])=[CH:4][CH:3]=1)=[O:23])[CH3:16])[CH3:11]. The reactants are C(C)OC([C@@H](N)C)=O (L-alanine ethyl ester), CN(C)C=O (DMF), O (Water), NC1=CC=C(C#N)C=C1 (4-aminobenzonitrile), N,N′-carbonyldiimidazole, CN(C)C=O (DMF). The product is C(C)OC([C@H](C)NC(=O)NC1=CC=C(C=C1)C#N)=O ((S)-2-[3-(4-Cyanophenyl)ureido]propionic Acid Ethyl Ester). Reaction conditions: time 3 day. Procedure: A solution of 4-aminobenzonitrile (2.3 g, 0.0195 mol) and N,N′-carbonyldiimidazole (3.5 g, 0.332 mol) in DMF (20 ml) was heated at 80° C. for 7 hours (h). A solution of L-alanine ethyl ester (3 g, 0.0195 mol) in DMF (15 ml) was added and stirring was continued for 3 days (d) at 80° C. Water (300 ml) was added and the precipitate was filtered off (giving 750 mg of the dimer as side product). The solution was extracted with ethyl acetate to give 3 g of the title compound which contained the corres... Starting materials: ClC=1C=C(C(=O)O)C=CC1 (m-chlorobenzoic acid), C(C=C)OC1=CC=C(C=C1)C1=CC=C(C=C1)C#N (4-allyloxy-4′-cyanobiphenyl). The solvent is C(Cl)Cl (methylene chloride). Run at time 24 hour. The product is C(#N)C1=CC=C(C=C1)C1=CC=C(C=C1)CC1CO1 (4-cyano-4′-glycidylbiphenyl). Yield: 68.4%. RXN SMILES: ClC1[CH:3]=[C:4](C=CC=1)[C:5]([OH:7])=O.C(O[C:15]1[CH:20]=[CH:19][C:18]([C:21]2[CH:26]=[CH:25][C:24]([C:27]#[N:28])=[CH:23][CH:22]=2)=[CH:17][CH:16]=1)C=C>C(Cl)Cl>[C:27]([C:24]1[CH:23]=[CH:22][C:21]([C:18]2[CH:17]=[CH:16][C:15]([CH2:3][CH:4]3[O:7][CH2:5]3)=[CH:20][CH:19]=2)=[CH:26][CH:25]=1)#[N:28]. Procedure details: 20 g of m-chlorobenzoic acid was added to a reaction mixture obtained by dissolving 19 g of 4-allyloxy-4′-cyanobiphenyl in 150 mL of methylene chloride as divided into several times, and the mixture was stirred at room temperature for 24 hours. Insoluble matters thus deposited were removed by filtration, and water was added thereto. After separating the mixture, the organic layer was washed with a saturated aqueous solution of sodium hydrosulfite and then dried over anhydrous magnesium sulfate. ... Product: Fc1ccc(C=Cc2ccc(Br)s2)cc1. Reaction SMILES: [Br:34][c:35]1[cH:36][cH:37][c:38]([CH:40]=[O:41])[s:39]1.[CH2:43]1[O:44][CH2:45][CH2:46][CH2:47]1.[CH3:29][CH2:30][CH2:31][CH2:32][Li:33].[Cl-:1].[F:2][c:3]1[cH:4][cH:5][c:6]([CH2:7][P+:8]([c:9]2[cH:10][cH:11][cH:12][cH:13][cH:14]2)([c:15]2[cH:16][cH:17][cH:18][cH:19][cH:20]2)[c:21]2[cH:22][cH:23][cH:24][cH:25][cH:26]2)[cH:27][cH:28]1.[OH2:42]>>[F:2][c:3]1[cH:4][cH:5][c:6]([CH:7]=[CH:40][c:38]2[cH:37][cH:36][c:35]([Br:34])[s:39]2)[cH:27][cH:28]1. Starting materials: O=Cc1ccc(Br)s1, C1CCOC1, [Li]CCCC, [Cl-], Fc1ccc(C[P+](c2ccccc2)(c2ccccc2)c2ccccc2)cc1, O. Starting materials: [H-], O=C(CBr)c1cccc([N+](=O)[O-])c1, [Na+], CN(C)C=O, O=c1[nH]cnc2ccccc12. Product: O=C(Cn1cnc2ccccc2c1=O)c1cccc([N+](=O)[O-])c1. RXN SMILES: [H-:13].[N+:14](=[O:15])([O-:16])[c:17]1[cH:18][c:19]([C:20]([CH2:21][Br:22])=[O:23])[cH:24][cH:25][cH:26]1.[Na+:12].[O:27]=[CH:28][N:29]([CH3:30])[CH3:31].[n:1]1[cH:2][nH:3][c:4](=[O:11])[c:5]2[cH:6][cH:7][cH:8][cH:9][c:10]12>>[n:1]1[cH:2][n:3]([CH2:21][C:20]([c:19]2[cH:18][c:17]([N+:14](=[O:15])[O-:16])[cH:26][cH:25][cH:24]2)=[O:23])[c:4](=[O:11])[c:5]2[cH:6][cH:7][cH:8][cH:9][c:10]12. Reactants: CCCCOC1=C(SCCCCCC(=O)OC)C(C=CC(O)CC(C)CCCC)C(O)C1, CC(C)=O, Cl, [NH4+], [NH4+], O=P([O-])([O-])[O-], O=S(=O)([O-])[O-]. The product is CCCCOC1=C(SCCCCCC(=O)O)C(C=CC(O)CC(C)CCCC)C(O)C1. Reaction SMILES: [CH3:1][O:2][C:3]([CH2:4][CH2:5][CH2:6][CH2:7][CH2:8][S:9][C:10]1=[C:11]([O:27][CH2:28][CH2:29][CH2:30][CH3:31])[CH2:12][CH:13]([OH:26])[CH:14]1[CH:15]=[CH:16][CH:17]([CH2:18][CH:19]([CH2:20][CH2:21][CH2:22][CH3:23])[CH3:24])[OH:25])=[O:32].[CH3:46][C:47](=[O:48])[CH3:49].[ClH:38].[NH4+:39].[NH4+:40].[O-:33][P:34](=[O:35])([O-:36])[O-:37].[O-:41][S:42](=[O:43])(=[O:44])[O-:45]>>[O:2]=[C:3]([CH2:4][CH2:5][CH2:6][CH2:7][CH2:8][S:9][C:10]1=[C:11]([O:27][CH2:28][CH2:29][CH2:30][CH3:31])[CH2:12][CH:13]([OH:26])[CH:14]1[CH:15]=[CH:16][CH:17]([CH2:18][CH:19]([CH2:20][CH2:21][CH2:22][CH3:23])[CH3:24])[OH:25])[OH:32]. The product is C(C)(C)(C)[Si](O[C@@H](CCCCC)C1=CC=C(C=C1)N1C(CC[C@@H]1CO)=O)(C)C ((R)-1-{4-[(S)-1-(tert-Butyl-dimethyl-silanyloxy)-hexyl]-phenyl}-5-hydroxymethyl-pyrrolidin-2-one). RXN SMILES: C([O:3][C:4]([C@H:6]1[CH2:10][CH2:9][C:8](=[O:11])[N:7]1[C:12]1[CH:17]=[CH:16][C:15]([C@@H:18]([O:24][Si:25]([C:28]([CH3:31])([CH3:30])[CH3:29])([CH3:27])[CH3:26])[CH2:19][CH2:20][CH2:21][CH2:22][CH3:23])=[CH:14][CH:13]=1)=O)C.P([O-])([O-])([O-])=O.[K+].[K+].[K+].[BH4-].[Na+]>C(O)C>[C:28]([Si:25]([CH3:27])([CH3:26])[O:24][C@H:18]([C:15]1[CH:14]=[CH:13][C:12]([N:7]2[C@@H:6]([CH2:4][OH:3])[CH2:10][CH2:9][C:8]2=[O:11])=[CH:17][CH:16]=1)[CH2:19][CH2:20][CH2:21][CH2:22][CH3:23])([CH3:31])([CH3:30])[CH3:29] |f:1.2.3.4,5.6|. Run in C(C)O (ethanol). The reactants are ethyl ester, P(=O)([O-])([O-])[O-].[K+].[K+].[K+] (potassium phosphate), [BH4-].[Na+] (sodium borohydride), C(C)OC(=O)[C@@H]1N(C(CC1)=O)C1=CC=C(C=C1)[C@H](CCCCC)O[Si](C)(C)C(C)(C)C ((R)-1-{4-[(S)-1-(tert-butyl-dimethyl-silanyloxy)-hexyl]-phenyl}-5-oxo-pyrrolidine-2-carboxylic acid ethyl ester). Reported procedure: To a flask containing ethanol and (R)-1-{4-[(S)-1-(tert-butyl-dimethyl-silanyloxy)-hexyl]-phenyl}-5-oxo-pyrrolidine-2-carboxylic acid ethyl ester was added aqueous potassium phosphate bibasic followed by an aqueous solution of sodium borohydride, while maintaining the reaction at ambient temperature (˜23° C.). The mixture was stirred at ambient temperature until all of the ethyl ester was consumed before quenching with water, and then extracted with MTBE. The combined organic extracts were washe... Starting materials: BrC=1C=C(C=CC1)CC(=O)O (3-bromophenyl acetic acid), CN (methyl amine), CN(C)C1=NC=CC=C1 (dimethylaminopyridine), Cl.CN(CCCN=C=NCC)C (1-(3-dimethylaminopropyl)-3-ethylcarbodiimide hydrochloride). Run in ClCCl (dichloromethane), O1CCCC1 (tetrahydrofuran). Yields the product BrC=1C=C(C=CC1)CC(=O)NC (2-(3-Bromophenyl)-N-methyl-acetamide). Yield: 81.6%. Reaction SMILES: [Br:1][C:2]1[CH:3]=[C:4]([CH2:8][C:9]([OH:11])=O)[CH:5]=[CH:6][CH:7]=1.CN.[CH3:14][N:15](C1C=CC=CN=1)C.Cl.CN(C)CCCN=C=NCC>ClCCl.O1CCCC1>[Br:1][C:2]1[CH:3]=[C:4]([CH2:8][C:9]([NH:15][CH3:14])=[O:11])[CH:5]=[CH:6][CH:7]=1 |f:3.4|. Procedure: A solution of 3-bromophenyl acetic acid (2.15 g), a tetrahydrofuran solution of methyl amine (6 ml, 2M), dimethylaminopyridine (1.32 g), and 1-(3-dimethylaminopropyl)-3-ethylcarbodiimide hydrochloride (2.06 g) in dichloromethane was stirred at room temperature for 16 hrs. The organic solution was washed thrice with 2M hydrochloric acid solution, dried over magnesium sulphate, filtered and evaporated to afford a solid (1.86 g). Reactants: ClCCl, O=[Cr](=O)([O-])OCl, C1CCOC1, O=c1[nH]c(-c2cccc(CO)c2)no1. The product is O=Cc1cccc(-c2noc(=O)[nH]2)c1. RXN SMILES: [Cl:21][CH2:22][Cl:23].[Cr:1]([O-:2])([O:3][Cl:4])(=[O:5])=[O:6].[O:24]1[CH2:25][CH2:26][CH2:27][CH2:28]1.[OH:7][CH2:8][c:9]1[cH:10][c:11](-[c:15]2[n:16][o:17][c:18](=[O:20])[nH:19]2)[cH:12][cH:13][cH:14]1>>[O:7]=[CH:8][c:9]1[cH:10][c:11](-[c:15]2[n:16][o:17][c:18](=[O:20])[nH:19]2)[cH:12][cH:13][cH:14]1.